Dataset: the Open Reaction Database (ORD), a public repository of structured organic reaction records. Task: describe an organic reaction: reactants, conditions, products, and yield The reactants are CO, COC(=O)c1cc(NC(=O)NCc2ccccc2)c(C)s1, Cl, [K+], [OH-], O. Yields the product Cc1sc(C(=O)O)cc1NC(=O)NCc1ccccc1. Reaction SMILES: [CH3:25][OH:26].[CH3:3][O:4][C:5](=[O:6])[c:7]1[s:8][c:9]([CH3:23])[c:10]([NH:12][C:13](=[O:14])[NH:15][CH2:16][c:17]2[cH:18][cH:19][cH:20][cH:21][cH:22]2)[cH:11]1.[ClH:24].[K+:2].[OH-:1].[OH2:27]>>[O:4]=[C:5]([OH:6])[c:7]1[s:8][c:9]([CH3:23])[c:10]([NH:12][C:13](=[O:14])[NH:15][CH2:16][c:17]2[cH:18][cH:19][cH:20][cH:21][cH:22]2)[cH:11]1. Starting materials: ice water, solution, hydrogen superoxide, BrC=1C(=NC(=NC1)NC1=CC=C(C=C1)SC)O (5-bromo-2-[4-(methylsulfanyl)phenylamino]pyrimidin-4-ol), C(C)(=O)O (acetic acid). Run at time 18 hour. The product is BrC=1C(=NC(=NC1)NC1=CC=C(C=C1)S(=O)C)O ((RS)-5-bromo-2-[4-(methylsulfinyl)phenylamino]pyrimidin-4-ol). Reaction SMILES: [Br:1][C:2]1[C:3]([OH:17])=[N:4][C:5]([NH:8][C:9]2[CH:14]=[CH:13][C:12]([S:15][CH3:16])=[CH:11][CH:10]=2)=[N:6][CH:7]=1.C(O)(=[O:20])C>>[Br:1][C:2]1[C:3]([OH:17])=[N:4][C:5]([NH:8][C:9]2[CH:10]=[CH:11][C:12]([S:15]([CH3:16])=[O:20])=[CH:13][CH:14]=2)=[N:6][CH:7]=1. Procedure details: 11 g of 5-bromo-2-[4-(methylsulfanyl)phenylamino]pyrimidin-4-ol is suspended in 110 ml of glacial acetic acid. While being cooled with ice water, 4.6 ml of a 30% solution of hydrogen superoxide is added in drops. The mixture is stirred for 18 hours at room temperature and then suctioned off. The filter cake is washed twice with water and once with ethanol and dried at 60° C. in a vacuum. 8.75 g (75.7% of theory) of the product with a melting point of 240° C. (decomposition) is obtained. The reactants are C(C)(C)OC1=C(C=C(C=C1)[N+](=O)[O-])C(F)(F)F (2-isopropoxy-5-nitrobenzotrifluoride), C(C)(=O)O (acetic acid). The reagents and catalysts are [Fe] (iron). The solvent is CO (methanol). Product: C(C)(C)OC1=C(C=C(N)C=C1)C(F)(F)F (4-isopropoxy-3-(trifluoromethyl)aniline). As a reaction SMILES: [CH:1]([O:4][C:5]1[CH:10]=[CH:9][C:8]([N+:11]([O-])=O)=[CH:7][C:6]=1[C:14]([F:17])([F:16])[F:15])([CH3:3])[CH3:2].C(O)(=O)C>[Fe].CO>[CH:1]([O:4][C:5]1[CH:10]=[CH:9][C:8]([NH2:11])=[CH:7][C:6]=1[C:14]([F:15])([F:16])[F:17])([CH3:3])[CH3:2]. Reported procedure: 137.5 g of iron filings were added in portions to a refluxing mixture of 113.3 g of 2A, 1200 ml of 5% aqueous acetic acid and 50 ml of methanol. The resulting mixture was refluxed for one hour and filtered while hot. Work-up by either extraction of the cooled filtrate gave 4-isopropoxy-3-(trifluoromethyl)aniline (2B), as an amber oil. Reactants: O=C([O-])[O-], CO, ClCCl, CI, [K+], [K+], O=c1c2[nH]c(S)nc2cnn1Cc1cccc2ccccc12. The product is CSc1nc2cnn(Cc3cccc4ccccc34)c(=O)c2[nH]1. Reaction SMILES: [C:1](=[O:2])([O-:3])[O-:4].[CH3:34][OH:35].[Cl:31][CH2:32][Cl:33].[I:7][CH3:8].[K+:5].[K+:6].[SH:9][c:10]1[nH:11][c:12]2[c:13]([cH:14][n:15][n:16]([CH2:19][c:20]3[cH:21][cH:22][cH:23][c:24]4[cH:25][cH:26][cH:27][cH:28][c:29]34)[c:17]2=[O:18])[n:30]1>>[CH3:1][S:9][c:10]1[nH:11][c:12]2[c:13]([cH:14][n:15][n:16]([CH2:19][c:20]3[cH:21][cH:22][cH:23][c:24]4[cH:25][cH:26][cH:27][cH:28][c:29]34)[c:17]2=[O:18])[n:30]1.